From a dataset of the Open Reaction Database (ORD), a public repository of structured organic reaction records. describe an organic reaction: reactants, conditions, products, and yield Reactants: CO, O=C1CCC(=O)N1Cl, COC(=O)CCc1c(O)cccc1O. The product is COC(=O)CCc1c(O)ccc(Cl)c1O. As a reaction SMILES: [CH3:23][OH:24].[Cl:15][N:16]1[C:17](=[O:18])[CH2:19][CH2:20][C:21]1=[O:22].[OH:1][c:2]1[c:3]([CH2:9][CH2:10][C:11](=[O:12])[O:13][CH3:14])[c:4]([OH:8])[cH:5][cH:6][cH:7]1>>[OH:1][c:2]1[c:3]([CH2:9][CH2:10][C:11](=[O:12])[O:13][CH3:14])[c:4]([OH:8])[c:5]([Cl:15])[cH:6][cH:7]1. The reactants are C(#N)C1=C(C=CC(=C1)C(F)(F)F)N1CCC(CC1)=O (N-(2-Cyano-4-trifluoromethylphenyl)-4-piperidone), NCCNC(OC(C)(C)C)=O (tert-Butyl N-(2-aminoethyl)carbamate), C(C)(=O)O (acetic acid), ClC(C)Cl (dichloroethane), C(#N)[BH3-].[Na+] (sodium cyanoborohydride). The solvent is CO (methanol). Reaction conditions: time 8 hour. Product: C(C)(C)(C)OC(NCCNC1CCN(CC1)C1=C(C=C(C=C1)C(F)(F)F)C#N)=O ((2-(1-(2-Cyano-4-trifluoromethylphenyl)piperidin-4-ylamino)-ethyl)carbamic acid tert-butyl ester). As a reaction SMILES: [C:1]([C:3]1[CH:8]=[C:7]([C:9]([F:12])([F:11])[F:10])[CH:6]=[CH:5][C:4]=1[N:13]1[CH2:18][CH2:17][C:16](=O)[CH2:15][CH2:14]1)#[N:2].[NH2:20][CH2:21][CH2:22][NH:23][C:24](=[O:30])[O:25][C:26]([CH3:29])([CH3:28])[CH3:27].C(O)(=O)C.ClC(Cl)C.C([BH3-])#N.[Na+]>CO>[C:26]([O:25][C:24](=[O:30])[NH:23][CH2:22][CH2:21][NH:20][CH:16]1[CH2:17][CH2:18][N:13]([C:4]2[CH:5]=[CH:6][C:7]([C:9]([F:12])([F:11])[F:10])=[CH:8][C:3]=2[C:1]#[N:2])[CH2:14][CH2:15]1)([CH3:29])([CH3:27])[CH3:28] |f:4.5|. Reported procedure: A solution of 25 (535 mg, 1.99 mmol), 1 (335 mg, 2.09 mmol), and acetic acid (629 mg, 10.48 mmol) in methanol(2 mL)/dichloroethane(1 mL) was treated with sodium cyanoborohydride (130 mg, 2.06 mmol) at room temperature. The resulting mixture was stirred at room temperature overnight. The solvent was removed in vacuo and the residue dissolved in dichloromethane and sodium carbonate solution. The aqueous layer was extracted with two additional portions of dichloromethane and the combined organic ex... The reactants are CS(=O)(=O)OCCC1C(C1)(F)F (2-(2,2-difluorocyclopropyl)ethyl methanesulfonate), C([O-])([O-])=O.[K+].[K+] (potassium carbonate), CS(=O)(=O)OCCC1C(C1)(F)F (2-(2,2-difluorocyclopropyl)ethyl methanesulfonate), C([O-])([O-])=O.[K+].[K+] (potassium carbonate), CN(C)C=O (DMF), FC=1C=C(C=NC1C=1OC2=C(N1)C=CC(=C2)O)OC[C@H](C)NC(OC(C)(C)C)=O (tert-butyl [(1S)-2-{[5-fluoro-6-(6-hydroxy-1,3-benzoxazol-2-yl)pyridin-3-yl]oxy}-1-methylethyl]carbamate), CS(=O)(=O)OCCC1C(C1)(F)F (2-(2,2-difluorocyclopropyl)ethyl methanesulfonate), C([O-])([O-])=O.[K+].[K+] (potassium carbonate). The solvent is O (Water). Reaction conditions: temperature 60 celsius, time 1 hour. Product: FC1(C(C1)CCOC1=CC2=C(N=C(O2)C2=C(C=C(C=N2)OC[C@H](C)NC(OC(C)(C)C)=O)F)C=C1)F (tert-butyl {(1S)-2-[(6-{6-[2-(2,2-difluorocyclopropyl)ethoxy]-1,3-benzoxazol-2-yl}-5-fluoropyridin-3-yl)oxy]-1-methylethyl}carbamate). Reaction SMILES: [F:1][C:2]1[CH:3]=[C:4]([O:18][CH2:19][C@@H:20]([NH:22][C:23](=[O:29])[O:24][C:25]([CH3:28])([CH3:27])[CH3:26])[CH3:21])[CH:5]=[N:6][C:7]=1[C:8]1[O:9][C:10]2[CH:16]=[C:15]([OH:17])[CH:14]=[CH:13][C:11]=2[N:12]=1.CS(O[CH2:35][CH2:36][CH:37]1[CH2:39][C:38]1([F:41])[F:40])(=O)=O.C(=O)([O-])[O-].[K+].[K+].CN(C=O)C>O>[F:40][C:38]1([F:41])[CH2:39][CH:37]1[CH2:36][CH2:35][O:17][C:15]1[CH:14]=[CH:13][C:11]2[N:12]=[C:8]([C:7]3[N:6]=[CH:5][C:4]([O:18][CH2:19][C@@H:20]([NH:22][C:23](=[O:29])[O:24][C:25]([CH3:28])([CH3:27])[CH3:26])[CH3:21])=[CH:3][C:2]=3[F:1])[O:9][C:10]=2[CH:16]=1 |f:2.3.4|. Reported procedure: Triethylamine (14.1 mL) was added to a solution of hexachloroethane (7.46 g) and triphenylphosphine (9.91 g) in acetonitrile (50 mL) at room temperature, and the mixture was stirred at room temperature for 10 min. Then a mixture of tert-butyl [(1S)-2-({6-[(2,4-dihydroxyphenyl)carbamoyl]-5-fluoropyridin-3-yl}oxy)-1-methylethyl]carbamate (5.31 g) and acetonitrile (50 mL) was added, and the mixture was stirred at room temperature for 2 hr. Water was added, and the mixture was extracted with ethyl a... Reactants: I(=O)(=O)(=O)[O-].[Na+] (Sodium periodate), CC1=C(C=CC=C1)S(=O)(=O)N1C=CC2=C(C=CC=C12)C=C (1-[(2-methylphenyl)sulfonyl]-4-vinyl-1H-indole), CC1=C(C=CC=C1)S(=O)(=O)N1C=CC2=C(C=CC=C12)C=C (1-[(2-methylphenyl)sulfonyl]-4-vinyl-1H-indole), N1=C(C=CC=C1C)C (2,6-lutidine). Reagents/catalysts: O=[Os](=O)(=O)=O (OsO4). Run in O (water), O1CCOCC1 (dioxane). Run at time 3 minute. The product is CC1=C(C=CC=C1)S(=O)(=O)N1C=CC=2C(=CC=CC12)C=O (1-[(2-Methylphenyl)sulfonyl]-1H-indole-4-carbaldehyde). Reaction SMILES: [CH3:1][C:2]1[CH:7]=[CH:6][CH:5]=[CH:4][C:3]=1[S:8]([N:11]1[C:19]2[C:14](=[C:15]([CH:20]=C)[CH:16]=[CH:17][CH:18]=2)[CH:13]=[CH:12]1)(=[O:10])=[O:9].N1C(C)=CC=CC=1C.I([O-])(=O)(=O)=[O:31].[Na+]>O1CCOCC1.O.O=[Os](=O)(=O)=O>[CH3:1][C:2]1[CH:7]=[CH:6][CH:5]=[CH:4][C:3]=1[S:8]([N:11]1[C:19]2[CH:18]=[CH:17][CH:16]=[C:15]([CH:20]=[O:31])[C:14]=2[CH:13]=[CH:12]1)(=[O:10])=[O:9] |f:2.3|. Reported procedure: OsO4 (15 mg, 0.06 mmol) was added to a stirred mixture of 1-[(2-methylphenyl)sulfonyl]-4-vinyl-1H-indole (300 mg, 1.01 mmol; Intermediate 15) and 2,6-lutidine (235 μl, 2.02 mmol) in dioxane (24 mL). The mixture turned from colorless to black in 3 minutes. Sodium periodate (0.865 g, 4.04 mmol) in water (8 mL, warmed to dissolve) was added. A grey precipitation was immediately formed. The mixture was stirred for 1.40 h and extracted with 2M aqueous HCl (25 mL) and DCM (2×25 mL). The organic layers... The reactants are CC(C)(O)CC(C)(C)c1ccccc1O, O, O=S(=O)(O)O. Product: CC1(C)CC(C)(C)c2ccccc2O1. As a reaction SMILES: [CH3:1][C:2]([CH2:3][C:4]([CH3:5])([OH:6])[CH3:7])([CH3:8])[c:9]1[c:10]([OH:15])[cH:11][cH:12][cH:13][cH:14]1.[OH2:21].[S:16](=[O:17])(=[O:18])([OH:19])[OH:20]>>[CH3:1][C:2]1([CH3:8])[CH2:3][C:4]([CH3:5])([CH3:7])[O:15][c:10]2[c:9]1[cH:14][cH:13][cH:12][cH:11]2. Starting materials: CSC1=CC=C(C=C1)C(=N)C=1N=C2C(=NC1)N(C=C2)S(=O)(=O)C2=CC=C(C)C=C2 ((4-(Methylthio)phenyl)(5-tosyl-5H-pyrrolo[2,3-b]pyrazin-2-yl)methanimine), C1CCOC1 (THF), Cl (HCl). Run at time 1 hour. The product is CSC1=CC=C(C=C1)C(=O)C=1N=C2C(=NC1)N(C=C2)S(=O)(=O)C2=CC=C(C)C=C2 ((4-(methylthio)phenyl)(5-tosyl-5H-pyrrolo[2,3-b]pyrazin-2-yl)methanone). The yield is 75.0%. RXN SMILES: [CH3:1][S:2][C:3]1[CH:8]=[CH:7][C:6]([C:9]([C:11]2[N:12]=[C:13]3[CH:19]=[CH:18][N:17]([S:20]([C:23]4[CH:29]=[CH:28][C:26]([CH3:27])=[CH:25][CH:24]=4)(=[O:22])=[O:21])[C:14]3=[N:15][CH:16]=2)=N)=[CH:5][CH:4]=1.Cl.C1C[O:34]CC1>>[CH3:1][S:2][C:3]1[CH:8]=[CH:7][C:6]([C:9]([C:11]2[N:12]=[C:13]3[CH:19]=[CH:18][N:17]([S:20]([C:23]4[CH:29]=[CH:28][C:26]([CH3:27])=[CH:25][CH:24]=4)(=[O:22])=[O:21])[C:14]3=[N:15][CH:16]=2)=[O:34])=[CH:5][CH:4]=1. Procedure: (4-(Methylthio)phenyl)(5-tosyl-5H-pyrrolo[2,3-b]pyrazin-2-yl)methanimine (1.00 g, 2.37 mmol, prepared using AF from Preparation #AE.1 with (4-(methylthio)phenyl)magnesium bromide) was dissolved in THF (25 mL) then 6 N HCl (1.18 mL, 7.10 mmol) was added. The mixture was stirred rt for about 1 h then concentrated under reduced pressure. Saturated aqueous NaHCO3 (40 mL) and water (10 mL) were added then the mixture was extracted with DCM (50 mL and 15 mL). The combined organics were dried over anhy... Reactants: OO (hydrogen peroxide), CC1=C(C(O)=CC(=C1)C)O (3,5-dimethylcatechol). The product is CC1=C(O)C(=CC(=C1)O)C (2,6-dimethylhydroquinone). As a reaction SMILES: [OH:1]O.[CH3:3][C:4]1[CH:10]=[C:9]([CH3:11])[CH:8]=[C:6]([OH:7])[C:5]=1O>>[CH3:3][C:4]1[CH:5]=[C:6]([OH:7])[CH:8]=[C:9]([CH3:11])[C:10]=1[OH:1]. Procedure: By following in the same manner as in Example 53, except that 60 percent hydrogen peroxide was increased from 2.88 g. (50.8 m. moles) to 4.50 g. (79.4 m. moles), 4.69 g. (34.0 m. moles) of 3,5-dimethylcatechol and 2.75 g. (19.9 m. moles) of 2,6-dimethylhydroquinone were obtained. The yield of dihydric alkylphenols was 67.9 percent.